From a dataset of the Open Reaction Database (ORD), a public repository of structured organic reaction records. describe an organic reaction: reactants, conditions, products, and yield Starting materials: CCOC(=O)COc1cccc(OCCCOS(C)(=O)=O)c1, CCOC(C)=O, [H-], [Na+], CN(C)C=O, O=c1ccc(C(c2ccccc2)c2ccccc2)n[nH]1. Product: CCOC(=O)COc1cccc(OCCCn2nc(C(c3ccccc3)c3ccccc3)ccc2=O)c1. As a reaction SMILES: [CH3:23][S:24]([O:25][CH2:28][CH2:29][CH2:30][O:31][c:32]1[cH:33][c:34]([O:35][CH2:36][C:37](=[O:38])[O:39][CH2:40][CH3:41])[cH:42][cH:43][cH:44]1)(=[O:26])=[O:27].[CH3:50][CH2:51][O:52][C:53]([CH3:54])=[O:55].[H-:22].[Na+:21].[O:45]=[CH:46][N:47]([CH3:48])[CH3:49].[c:1]1([CH:7]([c:8]2[cH:9][cH:10][c:11](=[O:14])[nH:12][n:13]2)[c:15]2[cH:16][cH:17][cH:18][cH:19][cH:20]2)[cH:2][cH:3][cH:4][cH:5][cH:6]1>>[c:1]1([CH:7]([c:8]2[cH:9][cH:10][c:11](=[O:14])[n:12]([CH2:28][CH2:29][CH2:30][O:31][c:32]3[cH:33][c:34]([O:35][CH2:36][C:37](=[O:38])[O:39][CH2:40][CH3:41])[cH:42][cH:43][cH:44]3)[n:13]2)[c:15]2[cH:16][cH:17][cH:18][cH:19][cH:20]2)[cH:2][cH:3][cH:4][cH:5][cH:6]1.